This data is from the Open Reaction Database (ORD), a public repository of structured organic reaction records. The task is: describe an organic reaction: reactants, conditions, products, and yield Reactants: O (Water), C1(=CC=CC=C1)OC(NC=1C=NC(=CC1)OC1=CC=C(C2=C1C(CO2)(C)C)C)=O (Phenyl{6-[(3,3,7-trimethyl-2,3-dihydro-1-benzofuran-4-yl)oxy]-3-pyridinyl}carbamate), C1(=CC=CC=C1)OC(NC=1C=NC(=CC1)OC1=CC=C(C2=C1C(CO2)(C)C)C)=O (Phenyl{6-[(3,3,7-trimethyl-2,3-dihydro-1-benzofuran-4-yl)oxy]-3-pyridinyl}carbamate), O.NN (hydrazine monohydrate). The solvent is O1CCOCC1 (dioxane). Run at time 30 minute. Product: CC1(COC2=C1C(=CC=C2C)OC2=CC=C(C=N2)NC(=O)NN)C (N-{6-[(3,3,7-trimethyl-2,3-dihydro-1-benzofuran-4-yl)oxy]-3-pyridinyl}hydrazinecarboxamide). The yield is 63.1%. As a reaction SMILES: C1(O[C:8](=[O:29])[NH:9][C:10]2[CH:11]=[N:12][C:13]([O:16][C:17]3[C:22]4[C:23]([CH3:27])([CH3:26])[CH2:24][O:25][C:21]=4[C:20]([CH3:28])=[CH:19][CH:18]=3)=[CH:14][CH:15]=2)C=CC=CC=1.O.[NH2:31][NH2:32].O>O1CCOCC1>[CH3:26][C:23]1([CH3:27])[C:22]2[C:17]([O:16][C:13]3[N:12]=[CH:11][C:10]([NH:9][C:8]([NH:31][NH2:32])=[O:29])=[CH:15][CH:14]=3)=[CH:18][CH:19]=[C:20]([CH3:28])[C:21]=2[O:25][CH2:24]1 |f:1.2|. Procedure details: Phenyl{6-[(3,3,7-trimethyl-2,3-dihydro-1-benzofuran-4-yl)oxy]-3-pyridinyl}carbamate (Intermediate 1, 640 mg, 1.64 mmol) was dissolved in dioxane (7 mL) and hydrazine monohydrate (8.2 mmol) was added. The reaction mixture was stirred for 30 minutes at room temperature and then at 70° C. for 1 hour. Water was added and the resulting suspension was stirred for 1 hour and then filtered. The solid was collected, washed with water and dried under vacuum at 25° C. affording the title compound (340 mg) ...